Dataset: the Open Reaction Database (ORD), a public repository of structured organic reaction records. Task: describe an organic reaction: reactants, conditions, products, and yield Reactants: ClC1=CC2=C(C(C3=NC=CC=C3CS2)N2CCNCC2)C=C1 (1-(8-chloro-5,11-dihydro-[1]benzothiepino[4,3-b]pyridin-11-yl)-piperazine), CC(C)(OC(=O)N1CCC(CC1)CC(=O)O)C (1-(1,1-dimethylethoxycarbonyl)-4-piperidine-acetic acid). Product: ClC1=CC2=C(C(C3=NC=CC=C3CS2)N2CCN(CC2)C(CC2CCN(CC2)C(=O)OC(C)(C)C)=O)C=C1 (1,1-Dimethylethyl 4-[2-[4-(8-chloro-5,11-dihydro-[1]benzothiepino[4,3-b]pyridin-11-yl)-1-piperazinyl]2-oxoethyl]-1-piperidinecarboxylate). The yield is 83.5%. As a reaction SMILES: [Cl:1][C:2]1[CH:22]=[CH:21][C:5]2[CH:6]([N:15]3[CH2:20][CH2:19][NH:18][CH2:17][CH2:16]3)[C:7]3[C:12]([CH2:13][S:14][C:4]=2[CH:3]=1)=[CH:11][CH:10]=[CH:9][N:8]=3.[CH3:23][C:24]([CH3:39])([O:26][C:27]([N:29]1[CH2:34][CH2:33][CH:32]([CH2:35][C:36](O)=[O:37])[CH2:31][CH2:30]1)=[O:28])[CH3:25]>>[Cl:1][C:2]1[CH:22]=[CH:21][C:5]2[CH:6]([N:15]3[CH2:16][CH2:17][N:18]([C:36](=[O:37])[CH2:35][CH:32]4[CH2:33][CH2:34][N:29]([C:27]([O:26][C:24]([CH3:25])([CH3:23])[CH3:39])=[O:28])[CH2:30][CH2:31]4)[CH2:19][CH2:20]3)[C:7]3[C:12]([CH2:13][S:14][C:4]=2[CH:3]=1)=[CH:11][CH:10]=[CH:9][N:8]=3. Procedure: The title compound (563 mg) was prepared similarly from 1-(8-chloro-5,11-dihydro-[1]benzothiepino[4,3-b]pyridin-11-yl)-piperazine (400 mg, 1.21 mmol) and 1-(1,1-dimethylethoxycarbonyl)-4-piperidine-acetic acid (589 mg, 2.42 mmol); MS (CI, M+H)=557; HRMS: calc.: 557.2353; found: 557.2351. Reactants: BrCC(c1ccccc1)C1CCCC1, COc1ccc(OC)c(Sc2nc3c(N)ncnc3[nH]2)c1. The product is COc1ccc(OC)c(Sc2nc3c(N)ncnc3n2CC(c2ccccc2)C2CCCC2)c1. Reaction SMILES: [Br:22][CH2:23][CH:24]([CH:25]1[CH2:26][CH2:27][CH2:28][CH2:29]1)[c:30]1[cH:31][cH:32][cH:33][cH:34][cH:35]1.[CH3:1][O:2][c:3]1[c:4]([S:11][c:12]2[nH:13][c:14]3[n:15][cH:16][n:17][c:18]([NH2:21])[c:19]3[n:20]2)[cH:5][c:6]([O:9][CH3:10])[cH:7][cH:8]1>>[CH3:1][O:2][c:3]1[c:4]([S:11][c:12]2[n:13]([CH2:23][CH:24]([CH:25]3[CH2:26][CH2:27][CH2:28][CH2:29]3)[c:30]3[cH:31][cH:32][cH:33][cH:34][cH:35]3)[c:14]3[n:15][cH:16][n:17][c:18]([NH2:21])[c:19]3[n:20]2)[cH:5][c:6]([O:9][CH3:10])[cH:7][cH:8]1. Starting materials: CC1(OCC(O1)COC1=CC=2N(C=C1)C(=CN2)C(=O)O)C (7-((2,2-dimethyl-1,3-dioxolan-4-yl)methoxy)imidazo[1,2-a]pyridine-3-carboxylic acid), C(C(=O)Cl)(=O)Cl (oxalyl chloride), C(C1=CC=CC=C1)N1N=CC=2C(=CC=CC12)N (1-benzyl-1H-indazol-4-amine), CCN(C(C)C)C(C)C (Hunig's base). The solvent is CN(C)C=O (DMF), C(Cl)Cl (DCM). Reaction conditions: time 8 hour. The product is C(C1=CC=CC=C1)N1N=CC2=C(C=CC=C12)NC(=O)C1=CN=C2N1C=CC(=C2)OCC(CO)O (N-(1-benzyl-1H-indazol-4-yl)-7-(2,3-dihydroxypropoxy)imidazo[1,2-a]pyridine-3-carboxamide). The yield is 14.7%. RXN SMILES: CC1(C)[O:6][CH:5]([CH2:7][O:8][C:9]2[CH:14]=[CH:13][N:12]3[C:15]([C:18]([OH:20])=O)=[CH:16][N:17]=[C:11]3[CH:10]=2)[CH2:4][O:3]1.C(Cl)(=O)C(Cl)=O.[CH2:28]([N:35]1[C:43]2[CH:42]=[CH:41][CH:40]=[C:39]([NH2:44])[C:38]=2[CH:37]=[N:36]1)[C:29]1[CH:34]=[CH:33][CH:32]=[CH:31][CH:30]=1.CCN(C(C)C)C(C)C>CN(C=O)C.C(Cl)Cl>[CH2:28]([N:35]1[C:43]2[C:38](=[C:39]([NH:44][C:18]([C:15]3[N:12]4[CH:13]=[CH:14][C:9]([O:8][CH2:7][CH:5]([OH:6])[CH2:4][OH:3])=[CH:10][C:11]4=[N:17][CH:16]=3)=[O:20])[CH:40]=[CH:41][CH:42]=2)[CH:37]=[N:36]1)[C:29]1[CH:30]=[CH:31][CH:32]=[CH:33][CH:34]=1. Procedure details: A DCM solution of 7-((2,2-dimethyl-1,3-dioxolan-4-yl)methoxy)imidazo[1,2-a]pyridine-3-carboxylic acid (Example 58, Steps A-C, 109.7 mg, 0.375 mmol) was treated at ambient temperature with oxalyl chloride (1.1 equivalents) and a drop of DMF. After gas evolution ceased, 1-benzyl-1H-indazol-4-amine (83.8 mg, 0.375 mmol) and Hunig's base (1.2 equivalents) were added, and stirring continued overnight. The resulting mixture was concentrated, and triturated with diethyl ether, followed by chromatograph... The reactants are ClC=1C=C(C[C@H](C(=O)O)CC(N2CCC(CC2)N2C(NC3=C(CC2)C=CC=C3)=O)=O)C=C(C1O)C(F)(F)F ((S)-2-(3-chloro-4-hydroxy-5-trifluoromethyl-benzyl)-4-oxo-4-[4-(2-oxo-1,2,4,5-tetrahydro-benzo[d][1,3]diazepin-3-yl)-piperidin-1-yl]-butanoic acid), N1CCC(CC1)N1CCOCC1 (4-piperidin-4-yl-morpholine). Yields the product ClC=1C=C(C[C@H](C(=O)N2CCC(CC2)N2CCOCC2)CC(=O)N2CCC(CC2)N2C(NC3=C(CC2)C=CC=C3)=O)C=C(C1O)C(F)(F)F ((S)-2-(3-chloro-4-hydroxy-5-trifluoromethyl-benzyl)-1-(4-morpholin-4-yl-piperidin-1-yl)-4-[4-(2-oxo-1,2,4,5-tetrahydro-benzo[d][1,3]diazepin-3-yl)-piperidin-1-yl]-butan-1,4-dione). As a reaction SMILES: [Cl:1][C:2]1[CH:3]=[C:4]([CH:31]=[C:32]([C:35]([F:38])([F:37])[F:36])[C:33]=1[OH:34])[CH2:5][C@@H:6]([CH2:10][C:11](=[O:30])[N:12]1[CH2:17][CH2:16][CH:15]([N:18]2[CH2:24][CH2:23][C:22]3[CH:25]=[CH:26][CH:27]=[CH:28][C:21]=3[NH:20][C:19]2=[O:29])[CH2:14][CH2:13]1)[C:7]([OH:9])=O.[NH:39]1[CH2:44][CH2:43][CH:42]([N:45]2[CH2:50][CH2:49][O:48][CH2:47][CH2:46]2)[CH2:41][CH2:40]1>>[Cl:1][C:2]1[CH:3]=[C:4]([CH:31]=[C:32]([C:35]([F:36])([F:37])[F:38])[C:33]=1[OH:34])[CH2:5][C@@H:6]([CH2:10][C:11]([N:12]1[CH2:13][CH2:14][CH:15]([N:18]2[CH2:24][CH2:23][C:22]3[CH:25]=[CH:26][CH:27]=[CH:28][C:21]=3[NH:20][C:19]2=[O:29])[CH2:16][CH2:17]1)=[O:30])[C:7]([N:39]1[CH2:44][CH2:43][CH:42]([N:45]2[CH2:50][CH2:49][O:48][CH2:47][CH2:46]2)[CH2:41][CH2:40]1)=[O:9]. Procedure: Prepared analogously to Example (1 g) from 70 mg (0.126 mmol) (S)-2-(3-chloro-4-hydroxy-5-trifluoromethyl-benzyl)-4-oxo-4-[4-(2-oxo-1,2,4,5-tetrahydro-benzo[d][1,3]diazepin-3-yl)-piperidin-1-yl]-butanoic acid and 22 mg (0.130 mmol) 4-piperidin-4-yl-morpholine. The reactants are C(CCC)[Li] (n-butyl lithium), BrC=1N=C(C2=CC=CC=C2C1)N1CCN(CCC1)C(=O)OC(C)(C)C (tert-butyl 4-(3-bromoisoquinolin-1-yl)-1,4-diazepane-1-carboxylate), FC1=C(C(=O)N(C)OC)C=CC=N1 (2-fluoro-N-methoxy-N-methylnicotinamide). The solvent is O1CCCC1 (tetrahydrofuran), O1CCCC1 (tetrahydrofuran), O1CCCC1 (tetrahydrofuran). Reaction conditions: temperature -78 celsius, time 10 minute. Product: FC1=C(C(=O)C=2N=C(C3=CC=CC=C3C2)N2CCN(CCC2)C(=O)OC(C)(C)C)C=CC=N1 (tert-butyl 4-(3-(2-fluoronicotinoyl)isoquinolin-1-yl)-1,4-diazepane-1-carboxylate). The yield is 45.6%. Reaction SMILES: C([Li])CCC.Br[C:7]1[N:8]=[C:9]([N:17]2[CH2:23][CH2:22][CH2:21][N:20]([C:24]([O:26][C:27]([CH3:30])([CH3:29])[CH3:28])=[O:25])[CH2:19][CH2:18]2)[C:10]2[C:15]([CH:16]=1)=[CH:14][CH:13]=[CH:12][CH:11]=2.[F:31][C:32]1[N:43]=[CH:42][CH:41]=[CH:40][C:33]=1[C:34](N(OC)C)=[O:35]>O1CCCC1>[F:31][C:32]1[N:43]=[CH:42][CH:41]=[CH:40][C:33]=1[C:34]([C:7]1[N:8]=[C:9]([N:17]2[CH2:23][CH2:22][CH2:21][N:20]([C:24]([O:26][C:27]([CH3:29])([CH3:28])[CH3:30])=[O:25])[CH2:19][CH2:18]2)[C:10]2[C:15]([CH:16]=1)=[CH:14][CH:13]=[CH:12][CH:11]=2)=[O:35]. Reported procedure: A 2.5M n-butyl lithium in tetrahydrofuran solution (0.16 ml, 0.40 mmol) was added dropwise to a solution of tert-butyl 4-(3-bromoisoquinolin-1-yl)-1,4-diazepane-1-carboxylate (155 mg, 0.38 mmol) in tetrahydrofuran (8 ml), cooled to −78° C. The reaction mixture was stirred at that temperature for 10 minutes. A solution of 2-fluoro-N-methoxy-N-methylnicotinamide (70 mg, 0.38 mmol) in tetrahydrofuran (3 ml) was added dropwise. The reaction mixture was allowed to warm up to room temperature and was ... Starting materials: [H-].[Na+] (NaH), CI (methyl iodide), C(C)OC(=O)C1=CNC(=C1)C1=NC(=NC=C1)N (5-(2-amino-pyrimidin-4-yl)-1H-pyrrole-3-carboxylic acid ethyl ester). The solvent is O1CCCC1 (tetrahydrofuran), CS(=O)C (dimethylsulfoxide). Conditions: time 12 hour. Yields the product C(C)OC(=O)C1=CN(C(=C1)C1=NC(=NC=C1)N)C (5-(2-Amino-pyrimidin-4-yl)-1-methyl-1H-pyrrole-3-carboxylic acid ethyl ester). The yield is 82.3%. RXN SMILES: [CH2:1]([O:3][C:4]([C:6]1[CH:10]=[C:9]([C:11]2[CH:16]=[CH:15][N:14]=[C:13]([NH2:17])[N:12]=2)[NH:8][CH:7]=1)=[O:5])[CH3:2].[H-].[Na+].[CH3:20]I>O1CCCC1.CS(C)=O>[CH2:1]([O:3][C:4]([C:6]1[CH:10]=[C:9]([C:11]2[CH:16]=[CH:15][N:14]=[C:13]([NH2:17])[N:12]=2)[N:8]([CH3:20])[CH:7]=1)=[O:5])[CH3:2] |f:1.2|. Reported procedure: To a solution of 5-(2-amino-pyrimidin-4-yl)-1H-pyrrole-3-carboxylic acid ethyl ester (5.1 g, 21.96 mmol) in tetrahydrofuran (70 mL) and dimethylsulfoxide (15 mL) cooled in a ice-water bath, NaH (0.96 g, 24.15 mmol) and methyl iodide (1.5 mL, 24.15 mmol) were added. The reaction was continued at room temperature for 12 h, tetrahydrofuran was removed under vacuo, then dichloromethane (200 mL) was added and the organic phase washed with water (100 mL). The aqueous fraction was extracted with dichlo... The reactants are BrC1=CC=C(C=C1)N1C(N(CC1)C1=CC=C(C=C1)CCC(=O)N)=O (1-(4-bromophenyl)-3-[4-[2-(aminocarbonyl)-ethyl]-phenyl]-imidazolidin-2-one), N1=CC=CC=C1 (pyridine), FC(C(=O)OC(C(F)(F)F)=O)(F)F (trifluoroacetic acid anhydride). Solvent: O1CCCC1 (tetrahydrofuran), O1CCCC1 (tetrahydrofuran), ice water. The product is BrC1=CC=C(C=C1)N1C(N(CC1)C1=CC=C(C=C1)CCC#N)=O (1-(4-Bromophenyl)-3-[4-(2-cyanoethyl)phenyl]-imidazolidin-2-one). RXN SMILES: [Br:1][C:2]1[CH:7]=[CH:6][C:5]([N:8]2[CH2:12][CH2:11][N:10]([C:13]3[CH:18]=[CH:17][C:16]([CH2:19][CH2:20][C:21]([NH2:23])=O)=[CH:15][CH:14]=3)[C:9]2=[O:24])=[CH:4][CH:3]=1.N1C=CC=CC=1.FC(F)(F)C(OC(=O)C(F)(F)F)=O>O1CCCC1>[Br:1][C:2]1[CH:3]=[CH:4][C:5]([N:8]2[CH2:12][CH2:11][N:10]([C:13]3[CH:18]=[CH:17][C:16]([CH2:19][CH2:20][C:21]#[N:23])=[CH:15][CH:14]=3)[C:9]2=[O:24])=[CH:6][CH:7]=1. Procedure details: To 750 mg of 1-(4-bromophenyl)-3-[4-[2-(aminocarbonyl)-ethyl]-phenyl]-imidazolidin-2-one and 320 mg of pyridine in 10 ml of tetrahydrofuran are added dropwise at -10° C., with stirring, 460 mg of trifluoroacetic acid anhydride in 1 ml of tetrahydrofuran. After stirring overnight at ambient temperature the reaction mixture is diluted with ice water and the precipitate obtained is suction filtered, washed and dried.